The task is: describe an organic reaction: reactants, conditions, products, and yield. This data is from the Open Reaction Database (ORD), a public repository of structured organic reaction records. The reactants are [N+](=O)([O-])C1=C(C=C(OCCCC#N)C=C1)CN1CCCCC1 (4-(4-nitro-3-piperidinomethylphenoxy)butyronitrile), OC=1C=CC(=C(C=O)C1)[N+](=O)[O-] (5-hydroxy-2-nitrobenzaldehyde), N1CCCCC1 (piperidine), [BH4-].[Na+] (sodium borohydride). Solvent: C(C)O (ethanol). Product: OC=1C=CC(=C(CN2CCCCC2)C1)[N+](=O)[O-] (N-(5-hydroxy-2-nitrobenzyl)piperidine). As a reaction SMILES: [N+:1]([C:4]1[CH:15]=[CH:14][C:7]([O:8]CCCC#N)=[CH:6][C:5]=1[CH2:16][N:17]1[CH2:22][CH2:21][CH2:20][CH2:19][CH2:18]1)([O-:3])=[O:2].OC1C=CC([N+]([O-])=O)=C(C=1)C=O.N1CCCCC1.[BH4-].[Na+]>C(O)C>[OH:8][C:7]1[CH:14]=[CH:15][C:4]([N+:1]([O-:3])=[O:2])=[C:5]([CH:6]=1)[CH2:16][N:17]1[CH2:18][CH2:19][CH2:20][CH2:21][CH2:22]1 |f:3.4|. Procedure: In a similar manner to that described in Example 17 4-(4-nitro-3-piperidinomethylphenoxy)butyronitrile was prepared by the reaction of 5-hydroxy-2-nitrobenzaldehyde (10 g) with piperidine (12.3 ml) and sodium borohydride (2.7 g) in absolute ethanol (68 ml) to give N-(5-hydroxy-2-nitrobenzyl)piperidine which was then reacted with 4-bromobutyronitrile (4.1 ml) to give the above-mentioned product. Reactants: c1ccc(COc2ccc3c(c2)NCC3)cc1, COc1cc2ncnc(Cl)c2cc1OC, Cl. The product is COc1cc2ncnc(N3CCc4ccc(OCc5ccccc5)cc43)c2cc1OC, Cl. RXN SMILES: [CH2:1]([c:2]1[cH:3][cH:4][cH:5][cH:6][cH:7]1)[O:8][c:9]1[cH:10][cH:11][c:12]2[c:16]([cH:17]1)[NH:15][CH2:14][CH2:13]2.[Cl:18][c:19]1[n:20][cH:21][n:22][c:23]2[cH:24][c:25]([O:31][CH3:32])[c:26]([O:29][CH3:30])[cH:27][c:28]12.[ClH:33]>>[CH2:1]([c:2]1[cH:3][cH:4][cH:5][cH:6][cH:7]1)[O:8][c:9]1[cH:10][cH:11][c:12]2[c:16]([cH:17]1)[N:15]([c:19]1[n:20][cH:21][n:22][c:23]3[cH:24][c:25]([O:31][CH3:32])[c:26]([O:29][CH3:30])[cH:27][c:28]13)[CH2:14][CH2:13]2.[ClH:18]. Starting materials: OC(C)(C1=C2C=CNC2=C(C=C1OC)C)C1=NC2=C(N1)C=CC(=C2)C#N ((+)-2-(1-hydroxy-1-(5-methoxy-7-methyl-1H-indol-4-yl)ethyl)-1H-benzo[d]imidazole-5-carbonitrile), C1CC(=O)N(C1=O)Cl (NCS), ice. Solvent: CN(C)C=O (DMF). Yields the product ClC1=CNC2=C(C=C(C(=C12)C(C)(O)C1=NC2=C(N1)C=CC(=C2)C#N)OC)C ((+)-2-(1-(3-Chloro-5-methoxy-7-methyl-1H-indol-4-yl)-1-hydroxyethyl)-1H-benzo[d]imidazole-5-carbonitrile). RXN SMILES: [OH:1][C:2]([C:16]1[NH:20][C:19]2[CH:21]=[CH:22][C:23]([C:25]#[N:26])=[CH:24][C:18]=2[N:17]=1)([C:4]1[C:12]([O:13][CH3:14])=[CH:11][C:10]([CH3:15])=[C:9]2[C:5]=1[CH:6]=[CH:7][NH:8]2)[CH3:3].C1C(=O)N([Cl:34])C(=O)C1>CN(C=O)C>[Cl:34][C:6]1[C:5]2[C:9](=[C:10]([CH3:15])[CH:11]=[C:12]([O:13][CH3:14])[C:4]=2[C:2]([C:16]2[NH:20][C:19]3[CH:21]=[CH:22][C:23]([C:25]#[N:26])=[CH:24][C:18]=3[N:17]=2)([OH:1])[CH3:3])[NH:8][CH:7]=1. Reported procedure: To a solution of (−)-2-(1-hydroxy-1-(5-methoxy-7-methyl-1H-indol-4-yl)ethyl)-1H-benzo[d]imidazole-5-carbonitrile (Example 26-C) (20 mg, 0.058 mmol) in DMF (0.58 mL) was added NCS (14 mg, 0.1 mmol) at 0° C. The reaction was stirred in the ice bath for 1 hour. At this point, the reaction was quenched with a saturated solution of aq. Na2S2O3 at 0° C., and then the mixture was extracted with EtOAc and then the EtOAc layer was dried, concentrated, absorbed onto silica and purified by flash column chr... Starting materials: CN(C)C#N, Cc1cccc(O)c1, Cl, Cc1cccc(N)c1-c1ccccc1. Yields the product Cc1cccc(NC(=N)N(C)C)c1-c1ccccc1. Reaction SMILES: [CH3:16][N:17]([C:18]#[N:19])[CH3:20].[CH3:21][c:22]1[cH:23][c:24]([OH:25])[cH:26][cH:27][cH:28]1.[ClH:1].[NH2:2][c:3]1[c:4](-[c:10]2[cH:11][cH:12][cH:13][cH:14][cH:15]2)[c:5]([CH3:9])[cH:6][cH:7][cH:8]1>>[NH:2]([c:3]1[c:4](-[c:10]2[cH:11][cH:12][cH:13][cH:14][cH:15]2)[c:5]([CH3:9])[cH:6][cH:7][cH:8]1)[C:18]([N:17]([CH3:16])[CH3:20])=[NH:19].